Dataset: the Open Reaction Database (ORD), a public repository of structured organic reaction records. Task: describe an organic reaction: reactants, conditions, products, and yield The reactants are COC=1C=CC2=C(C(=CO2)CCI)C1 (2-(5-methoxy-1-benzofuran-3-yl)ethyl iodide), C(C)(C)C=1C=C2C=CC=NC2=C(C1)N1CCNCC1 (6-isopropyl-8-piperazino quinoline). Yields the product COC=1C=CC2=C(C(=CO2)CCN2CCN(CC2)C=2C=C(C=C3C=CC=NC23)C(C)C)C1 (8-{4-[2-(5-methoxy-1-benzofuran-3-yl)ethyl]-1-piperazinyl}-6-isopropyl-quinoline). Reaction SMILES: [CH3:1][O:2][C:3]1[CH:4]=[CH:5][C:6]2[O:10][CH:9]=[C:8]([CH2:11][CH2:12]I)[C:7]=2[CH:14]=1.[CH:15]([C:18]1[CH:19]=[C:20]2[C:25](=[C:26]([N:28]3[CH2:33][CH2:32][NH:31][CH2:30][CH2:29]3)[CH:27]=1)[N:24]=[CH:23][CH:22]=[CH:21]2)([CH3:17])[CH3:16]>>[CH3:1][O:2][C:3]1[CH:4]=[CH:5][C:6]2[O:10][CH:9]=[C:8]([CH2:11][CH2:12][N:31]3[CH2:32][CH2:33][N:28]([C:26]4[CH:27]=[C:18]([CH:15]([CH3:17])[CH3:16])[CH:19]=[C:20]5[C:25]=4[N:24]=[CH:23][CH:22]=[CH:21]5)[CH2:29][CH2:30]3)[C:7]=2[CH:14]=1. Procedure: 8-{4-[2-(5-methoxy-1-benzofuran-3-yl)ethyl]-1-piperazinyl}-6-isopropyl-quinoline was prepared by generally following the procedure outlined in example 21, step 6, starting from 2-(5-methoxy-1-benzofuran-3-yl)ethyl iodide (301 mg, 1 mmol) and 6-isopropyl-8-piperazino quinoline (255 mg, 1 mmol). The product was purified by silica-gel column chromatography by eluting it initially with 80% ethyl acetate:hexane and then with 5% methanol:ethyl acetate, yielding a brown oil. Yield: 90 mg (20%); (M+H): ... The reactants are ClCCNC(=O)C=1N(C=C(N1)NC(=O)NC1=C(C=C(C=C1)Cl)C)CC1=CC=C(C=C1)C(F)(F)F (N-(2-Chloroethyl)-4-({[(4-chloro-2-methylphenyl)amino]carbonyl}amino)-1-[4-(trifluoromethyl)benzyl]-1H-imidazole-2-carboxamide), [I-].[Na+] (sodium iodide), CNC (dimethylamine). Run in solution, C1CCOC1 (THF). Conditions: temperature 55 celsius, time 16 hour. Yields the product ClC1=CC(=C(C=C1)NC(=O)NC=1N=C(N(C1)CC1=CC=C(C=C1)C(F)(F)F)C(=O)NCCN(C)C)C (4-({[(4-Chloro-2-methylphenyl)amino]carbonyl}amino)-N-[2-(dimethylamino)ethyl]-1-[4-(trifluoromethyl)benzyl]-1H-imidazole-2-carboxamide). RXN SMILES: Cl[CH2:2][CH2:3][NH:4][C:5]([C:7]1[N:8]([CH2:24][C:25]2[CH:30]=[CH:29][C:28]([C:31]([F:34])([F:33])[F:32])=[CH:27][CH:26]=2)[CH:9]=[C:10]([NH:12][C:13]([NH:15][C:16]2[CH:21]=[CH:20][C:19]([Cl:22])=[CH:18][C:17]=2[CH3:23])=[O:14])[N:11]=1)=[O:6].[I-].[Na+].[CH3:37][NH:38][CH3:39]>C1COCC1>[Cl:22][C:19]1[CH:20]=[CH:21][C:16]([NH:15][C:13]([NH:12][C:10]2[N:11]=[C:7]([C:5]([NH:4][CH2:3][CH2:2][N:38]([CH3:39])[CH3:37])=[O:6])[N:8]([CH2:24][C:25]3[CH:26]=[CH:27][C:28]([C:31]([F:32])([F:34])[F:33])=[CH:29][CH:30]=3)[CH:9]=2)=[O:14])=[C:17]([CH3:23])[CH:18]=1 |f:1.2|. Procedure details: 25.7 mg (0.05 mmol) of N-(2-chloroethyl)-4-({[(4-chloro-2-methylphenyl)amino]carbonyl}amino)-1-[4-(trifluoromethyl)benzyl]-1H-imidazole-2-carboxamide (Example 21A) are dissolved in 200 μl of a 2 molar solution of dimethylamine in THF, and 7.5 mg (0.05 mmol) of sodium iodide are added. The reaction mixture is stirred in a tightly closed reaction vessel at 55° C. for 16 h. The reaction solution is then evaporated in vacuo, and the residue from evaporation is dissolved in DMSO, filtered and purifie... Starting materials: O=C([O-])[O-], COC(=O)CCN1CCN(c2ccc(Oc3ccc(I)cc3)cc2)CC1, COCCOC, CCO, [K+], [K+], CC(=O)[O-], CC(=O)[O-], O, [Pd+2], c1ccc(P(c2ccccc2)c2ccccc2)cc1, OB(O)c1ccsc1. Yields the product COC(=O)CCN1CCN(c2ccc(Oc3ccc(-c4ccsc4)cc3)cc2)CC1. As a reaction SMILES: [C:54](=[O:55])([O-:56])[O-:57].[CH3:1][O:2][C:3]([CH2:4][CH2:5][N:6]1[CH2:7][CH2:8][N:9]([c:12]2[cH:13][cH:14][c:15]([O:18][c:19]3[cH:20][cH:21][c:22]([I:25])[cH:23][cH:24]3)[cH:16][cH:17]2)[CH2:10][CH2:11]1)=[O:26].[CH3:60][O:61][CH2:62][CH2:63][O:64][CH3:65].[CH3:76][CH2:77][OH:78].[K+:58].[K+:59].[O-:67][C:68]([CH3:69])=[O:70].[O-:71][C:72]([CH3:73])=[O:74].[OH2:75].[Pd+2:66].[c:35]1([P:36]([c:37]2[cH:38][cH:39][cH:40][cH:41][cH:42]2)[c:43]2[cH:44][cH:45][cH:46][cH:47][cH:48]2)[cH:49][cH:50][cH:51][cH:52][cH:53]1.[s:27]1[cH:28][c:29]([B:32]([OH:33])[OH:34])[cH:30][cH:31]1>>[CH3:1][O:2][C:3]([CH2:4][CH2:5][N:6]1[CH2:7][CH2:8][N:9]([c:12]2[cH:13][cH:14][c:15]([O:18][c:19]3[cH:20][cH:21][c:22](-[c:29]4[cH:28][s:27][cH:31][cH:30]4)[cH:23][cH:24]3)[cH:16][cH:17]2)[CH2:10][CH2:11]1)=[O:26].